This data is from the Open Reaction Database (ORD), a public repository of structured organic reaction records. The task is: describe an organic reaction: reactants, conditions, products, and yield Reactants: CCOC(=O)C(=O)OCC, C1CCOC1, Cc1cc(OCCOCc2ccccc2)ccc1[N+](=O)[O-], CCO, [H-], [H][H], [Na+]. Product: CCOC(=O)C(=O)Cc1cc(OCCOCc2ccccc2)ccc1[N+](=O)[O-]. As a reaction SMILES: [C:3]([C:4](=[O:5])[O:6][CH2:7][CH3:8])(=[O:9])[O:10][CH2:11][CH3:12].[CH2:36]1[O:37][CH2:38][CH2:39][CH2:40]1.[CH3:13][c:14]1[c:15]([N+:31](=[O:32])[O-:33])[cH:16][cH:17][c:18]([O:20][CH2:21][CH2:22][O:23][CH2:24][c:25]2[cH:26][cH:27][cH:28][cH:29][cH:30]2)[cH:19]1.[CH3:41][CH2:42][OH:43].[H-:1].[H:34][H:35].[Na+:2]>>[C:3]([C:4](=[O:5])[O:6][CH2:7][CH3:8])(=[O:9])[CH2:13][c:14]1[c:15]([N+:31](=[O:32])[O-:33])[cH:16][cH:17][c:18]([O:20][CH2:21][CH2:22][O:23][CH2:24][c:25]2[cH:26][cH:27][cH:28][cH:29][cH:30]2)[cH:19]1. The reactants are CC(C)Cc1nc(C(F)(F)F)ccc1C=CC(=O)O, COc1nc(OC)nc([N+]2(C)CCOCC2)n1, [Cl-], Cl, C=CS(=O)(=O)Nc1ccc(CN)cc1, O. Product: C=CS(=O)(=O)Nc1ccc(CNC(=O)C=Cc2ccc(C(F)(F)F)nc2CC(C)C)cc1. RXN SMILES: [CH2:35]([CH:36]([CH3:37])[CH3:38])[c:39]1[n:40][c:41]([C:50]([F:51])([F:52])[F:53])[cH:42][cH:43][c:44]1[CH:45]=[CH:46][C:47](=[O:48])[OH:49].[CH3:18][O:19][c:20]1[n:21][c:22]([O:23][CH3:24])[n:25][c:26]([N+:27]2([CH3:28])[CH2:29][CH2:30][O:31][CH2:32][CH2:33]2)[n:34]1.[Cl-:17].[ClH:15].[NH2:1][CH2:2][c:3]1[cH:4][cH:5][c:6]([NH:9][S:10](=[O:11])(=[O:12])[CH:13]=[CH2:14])[cH:7][cH:8]1.[OH2:16]>>[NH:1]([CH2:2][c:3]1[cH:4][cH:5][c:6]([NH:9][S:10](=[O:11])(=[O:12])[CH:13]=[CH2:14])[cH:7][cH:8]1)[C:47]([CH:46]=[CH:45][c:44]1[c:39]([CH2:35][CH:36]([CH3:37])[CH3:38])[n:40][c:41]([C:50]([F:51])([F:52])[F:53])[cH:42][cH:43]1)=[O:48]. Starting materials: [OH-].[Li+] (lithium hydroxide), COC(C1=CC(=C(C(=C1)C)OC(C1CCCCC1)C=1N(N=C2C=C(C(=CC12)F)F)C1=CC=C(C=C1)Cl)C)=O ([rac]-4-{[2-(4-chloro-phenyl)-5,6-difluoro-2H-indazol-3-yl]-cyclohexyl-methoxy}-3,5-dimethyl-benzoic acid methyl ester). Run in C1CCOC1 (THF), CO (MeOH). The product is ClC1=CC=C(C=C1)N1N=C2C=C(C(=CC2=C1C(OC1=C(C=C(C(=O)O)C=C1C)C)C1CCCCC1)F)F ([rac]-4-{[2-(4-Chloro-phenyl)-5,6-difluoro-2H-indazol-3-yl]-cyclohexyl-methoxy}-3,5-dimethyl-benzoic acid). RXN SMILES: C[O:2][C:3](=[O:38])[C:4]1[CH:9]=[C:8]([CH3:10])[C:7]([O:11][CH:12]([C:19]2[N:20]([C:30]3[CH:35]=[CH:34][C:33]([Cl:36])=[CH:32][CH:31]=3)[N:21]=[C:22]3[C:27]=2[CH:26]=[C:25]([F:28])[C:24]([F:29])=[CH:23]3)[CH:13]2[CH2:18][CH2:17][CH2:16][CH2:15][CH2:14]2)=[C:6]([CH3:37])[CH:5]=1.[OH-].[Li+]>C1COCC1.CO>[Cl:36][C:33]1[CH:34]=[CH:35][C:30]([N:20]2[C:19]([CH:12]([CH:13]3[CH2:18][CH2:17][CH2:16][CH2:15][CH2:14]3)[O:11][C:7]3[C:8]([CH3:10])=[CH:9][C:4]([C:3]([OH:38])=[O:2])=[CH:5][C:6]=3[CH3:37])=[C:27]3[C:22]([CH:23]=[C:24]([F:29])[C:25]([F:28])=[CH:26]3)=[N:21]2)=[CH:31][CH:32]=1 |f:1.2|. Procedure details: In analogy to the procedure described in example 7.2, [rac]-4-{[2-(4-chloro-phenyl)-5,6-difluoro-2H-indazol-3-yl]-cyclohexyl-methoxy}-3,5-dimethyl-benzoic acid methyl ester (example 33) was treated with 1 N aqueous lithium hydroxide solution in THF and MeOH to give the title compound as yellow foam. MS: m/e=523.3 [M−H−].